Dataset: the Open Reaction Database (ORD), a public repository of structured organic reaction records. Task: describe an organic reaction: reactants, conditions, products, and yield Reactants: ClC1=NC2=CC=CC=C2N=C1NN (2-Chloro-3-hydrazinoquinoxaline), product, C(CCC)(OCC)(OCC)OCC (triethyl orthobutyrate). Product: ClC=1C=2N(C3=CC=CC=C3N1)C(=NN2)CCC (4-chloro-1-n-propyl-[1,2,4]triazolo[4,3-a]quinoxaline). Yield: 53.0%. RXN SMILES: [Cl:1][C:2]1[C:11]([NH:12][NH2:13])=[N:10][C:9]2[C:4](=[CH:5][CH:6]=[CH:7][CH:8]=2)[N:3]=1.[C:14](OCC)(OCC)(OCC)[CH2:15][CH2:16][CH3:17]>>[Cl:1][C:2]1[C:11]2[N:10]([C:14]([CH2:15][CH2:16][CH3:17])=[N:13][N:12]=2)[C:9]2[C:4]([N:3]=1)=[CH:5][CH:6]=[CH:7][CH:8]=2. Procedure details: 2-Chloro-3-hydrazinoquinoxaline (3.0 g., 0.015 mole), the product of Example 1, was stirred with triethyl orthobutyrate (27 ml.) at 100° C. for 2 hours. The mixture was cooled to room temperature, and the precipitate was collected by filtration and washed with cyclohexane. The crude solid was taken up in chloroform and filtered to remove insoluble material. The chloroform solution was concentrated in vacuo to give a solid which was recrystallized from chloroform to give 1.96 g. (53% yield) of 4-...